Dataset: the Open Reaction Database (ORD), a public repository of structured organic reaction records. Task: describe an organic reaction: reactants, conditions, products, and yield Starting materials: NC1=CC=C(C=N1)N1C=CC2=CC(=CC=C12)N (1-(6-Aminopyridin-3-yl)-1H-indol-5-amine), I.S1C(=CC=C1)C(=N)SC (methyl thiophene-2-carbimidothioate hydroiodide). The solvent is CCO (EtOH). Reaction conditions: time 8 hour. The product is NC1=CC=C(C=N1)N1C=CC2=CC(=CC=C12)NC(=N)C=1SC=CC1 (N-(1-(6-Aminopyridin-3-yl)-1H-indol-5-yl)thiophene-2-carboximidamide). Isolated yield 48.7%. RXN SMILES: [NH2:1][C:2]1[N:7]=[CH:6][C:5]([N:8]2[C:16]3[C:11](=[CH:12][C:13]([NH2:17])=[CH:14][CH:15]=3)[CH:10]=[CH:9]2)=[CH:4][CH:3]=1.I.[S:19]1[CH:23]=[CH:22][CH:21]=[C:20]1[C:24](SC)=[NH:25]>CCO>[NH2:1][C:2]1[N:7]=[CH:6][C:5]([N:8]2[C:16]3[C:11](=[CH:12][C:13]([NH:17][C:24]([C:20]4[S:19][CH:23]=[CH:22][CH:21]=4)=[NH:25])=[CH:14][CH:15]=3)[CH:10]=[CH:9]2)=[CH:4][CH:3]=1 |f:1.2|. Procedure details: A solution of compound 76 (120 mg, 0.53 mmol) in EtOH (5 mL) was treated with methyl thiophene-2-carbimidothioate hydroiodide (183 mg, 0.64 mmol) and stirred overnight at room temperature. Argon was bubbled through the mixture for 20 minutes then the suspension was diluted with CH2Cl2 (50 mL) and treated with saturated sodium bicarbonate (20 mL). The organic layer was separated and the aqueous layer was extracted with an additional CH2Cl2 (50 mL). The combined organic layers were dried over sodi... The reactants are N(=O)OCCCC (n-butyl nitrite), compound, C(C)(=O)NC=1C=C(C(=C2CCCC(C12)=O)F)F (8-Acetylamino-5,6-difluoro-1-tetralone), [O-]CCCC.[K+] (potassium-butoxide), Cl (hydrochloric acid). Solvent: C1CCOC1 (THF), C(C)(C)(C)O (tert-butanol), C1CCOC1 (THF). Conditions: temperature 20 celsius, time 1.5 hour. Product: C(C)(=O)NC1C(C2=C(C=C(C(=C2CC1)F)F)NC(C)=O)=O (2,8-Diacetylamino-5,6-difluoro-1-tetralone). As a reaction SMILES: [O-:1][CH2:2][CH2:3]CC.[K+].[C:7]([NH:10][C:11]1[CH:12]=[C:13]([F:23])[C:14]([F:22])=[C:15]2[C:20]=1[C:19](=[O:21])[CH2:18][CH2:17][CH2:16]2)(=[O:9])[CH3:8].[N:24](OCCCC)=O.Cl>C1COCC1.C(O)(C)(C)C>[C:2]([NH:24][CH:18]1[CH2:17][CH2:16][C:15]2[C:20](=[C:11]([NH:10][C:7](=[O:9])[CH3:8])[CH:12]=[C:13]([F:23])[C:14]=2[F:22])[C:19]1=[O:21])(=[O:1])[CH3:3] |f:0.1|. Reported procedure: To a mixed solution of 15 ml of a THF solution and 1.5 ml of tert-butanol containing 309 mg of potassium-butoxide was added slowly in a nitrogen stream at 0° C. 300 mg of the compound prepared in (7) above dissolved in 7.5 ml of THF. After stirring for 10 minutes at the same temperature, 0.22 ml of n-butyl nitrite was dropwise added to the mixture, followed by further stirring for 1.5 hours, during which the temperature was slowly raised to 20° C. The reaction mixture was adjusted to pH 1 with t... The reactants are C#CCO, Cl, [Cu]I, Cc1cc2cc(I)ccc2o1, C1CCC2=NCCCN2CC1, C1CCOC1, O, c1ccc(P(c2ccccc2)(c2ccccc2)[Pd](P(c2ccccc2)(c2ccccc2)c2ccccc2)(P(c2ccccc2)(c2ccccc2)c2ccccc2)P(c2ccccc2)(c2ccccc2)c2ccccc2)cc1. Product: Cc1cc2cc(C#CCO)ccc2o1. Reaction SMILES: [CH2:23]([C:24]#[CH:25])[OH:26].[ClH:27].[Cu:33][I:34].[I:1][c:2]1[cH:3][c:4]2[c:5]([o:6][c:7]([CH3:9])[cH:8]2)[cH:10][cH:11]1.[N:12]12[CH2:13][CH2:14][CH2:15][N:16]=[C:17]1[CH2:18][CH2:19][CH2:20][CH2:21][CH2:22]2.[O:28]1[CH2:29][CH2:30][CH2:31][CH2:32]1.[OH2:112].[cH:35]1[cH:36][cH:37][c:38]([P:39]([Pd:40]([P:41]([c:42]2[cH:43][cH:44][cH:45][cH:46][cH:47]2)([c:48]2[cH:49][cH:50][cH:51][cH:52][cH:53]2)[c:54]2[cH:55][cH:56][cH:57][cH:58][cH:59]2)([P:60]([c:61]2[cH:62][cH:63][cH:64][cH:65][cH:66]2)([c:67]2[cH:68][cH:69][cH:70][cH:71][cH:72]2)[c:73]2[cH:74][cH:75][cH:76][cH:77][cH:78]2)[P:79]([c:80]2[cH:81][cH:82][cH:83][cH:84][cH:85]2)([c:86]2[cH:87][cH:88][cH:89][cH:90][cH:91]2)[c:92]2[cH:93][cH:94][cH:95][cH:96][cH:97]2)([c:98]2[cH:99][cH:100][cH:101][cH:102][cH:103]2)[c:104]2[cH:105][cH:106][cH:107][cH:108][cH:109]2)[cH:110][cH:111]1>>[c:2]1([C:25]#[C:24][CH2:23][OH:26])[cH:3][c:4]2[c:5]([o:6][c:7]([CH3:9])[cH:8]2)[cH:10][cH:11]1. Reaction SMILES: [Cl:1][C:2]1[CH:3]=[C:4]([C:12]2[O:16][N:15]=[C:14]([C:17]3[CH:18]=[CH:19][CH:20]=[C:21]4[C:25]=3[N:24]([CH3:26])[CH:23]=[C:22]4[CH2:27][CH2:28][N:29]3[CH2:34][CH2:33][CH:32]([C:35]([O:37]CC)=[O:36])[CH2:31][CH2:30]3)[N:13]=2)[CH:5]=[CH:6][C:7]=1[O:8][CH:9]([CH3:11])[CH3:10].[OH-].[Na+].Cl>C1COCC1>[Cl:1][C:2]1[CH:3]=[C:4]([C:12]2[O:16][N:15]=[C:14]([C:17]3[CH:18]=[CH:19][CH:20]=[C:21]4[C:25]=3[N:24]([CH3:26])[CH:23]=[C:22]4[CH2:27][CH2:28][N:29]3[CH2:34][CH2:33][CH:32]([C:35]([OH:37])=[O:36])[CH2:31][CH2:30]3)[N:13]=2)[CH:5]=[CH:6][C:7]=1[O:8][CH:9]([CH3:10])[CH3:11] |f:1.2|. Run in C1CCOC1 (THF). Starting materials: ClC=1C=C(C=CC1OC(C)C)C1=NC(=NO1)C=1C=CC=C2C(=CN(C12)C)CCN1CCC(CC1)C(=O)OCC (ethyl 1-{2-[7-(5-{3-chloro-4-[(1-methylethyl)oxy]phenyl}-1,2,4-oxadiazol-3-yl)-1-methyl-1H-indol-3-yl]ethyl}-4-piperidinecarboxylate), [OH-].[Na+] (NaOH), Cl (HCl). Yields the product ClC=1C=C(C=CC1OC(C)C)C1=NC(=NO1)C=1C=CC=C2C(=CN(C12)C)CCN1CCC(CC1)C(=O)O (1-{2-[7-(5-{3-chloro-4-[(1-methylethyl)oxy]phenyl}-1,2,4-oxadiazol-3-yl)-1-methyl-1H-indol-3-yl]ethyl}-4-piperidinecarboxylic acid). Yield: 6.3%. Procedure: To a solution of ethyl 1-{2-[7-(5-{3-chloro-4-[(1-methylethyl)oxy]phenyl}-1,2,4-oxadiazol-3-yl)-1-methyl-1H-indol-3-yl]ethyl}-4-piperidinecarboxylate (D91) (30 mg) in THF (5 mL) was added aqueous NaOH (2 M, 1 mL). The reaction was stirred at 50° C. for 5 h. The mixture was cooled to room temperature and acidified with aqueous HCl (2 M) to pH 4-5, partitioned between ethyl acetate (50 mL) and water (50 mL). The organic phase was washed with water (50 mL) and brine (50 mL), dried over sodium sulph... Run at temperature 50 celsius, time 5 hour. The reactants are Cl.CN(CCC1=CC=C(C=C1)[N+](=O)[O-])C1CC2=CC=CC=C2C1 (2-[N-Methyl-N-(4-nitrophenethyl)amino]indane hydrochloride), [N+](=O)(O)[O-] (nitric acid), ice water. Run in O (water). Conditions: time 2 minute. Yields the product CN(CCC1=CC=C(C=C1)[N+](=O)[O-])C1CC2=CC=C(C=C2C1)[N+](=O)[O-] (2-[N-Methyl-N-(4-nitrophenethyl)amino]-5-nitroindane). As a reaction SMILES: Cl.[CH3:2][N:3]([CH:15]1[CH2:23][C:22]2[C:17](=[CH:18][CH:19]=[CH:20][CH:21]=2)[CH2:16]1)[CH2:4][CH2:5][C:6]1[CH:11]=[CH:10][C:9]([N+:12]([O-:14])=[O:13])=[CH:8][CH:7]=1.[N+:24]([O-])([OH:26])=[O:25]>O>[CH3:2][N:3]([CH:15]1[CH2:23][C:22]2[C:17](=[CH:18][CH:19]=[C:20]([N+:24]([O-:26])=[O:25])[CH:21]=2)[CH2:16]1)[CH2:4][CH2:5][C:6]1[CH:7]=[CH:8][C:9]([N+:12]([O-:14])=[O:13])=[CH:10][CH:11]=1 |f:0.1|. Procedure details: 2-[N-Methyl-N-(4-nitrophenethyl)amino]indane hydrochloride (1.2 g) was added portionwise over 10 minutes to fuming nitric acid (20 ml, density=1.5 g/ml) cooled to -5°. Stirring was continued for a further 2 minutes before the reaction mixture was poured into ice/water. The water-containing mixture was extracted with methylene chloride and the organic extract was washed with aqueous sodium bicarbonate, dried (MgSO4) and evaporated to dryness in vacuo. The residue was rectystallised from ethanol t... Starting materials: BrC1=C(SC(=C1C)C1=C(C=C(C=C1)OC)C)C1OCCO1 (2-[3-bromo-5-(4-methoxy-2-methylphenyl)-4-methylthien-2-yl]-1,3-dioxolane), FC=1C=C(C=CC1OC)B(O)O (3-fluoro-4-methoxyphenylboronic acid). Product: FC=1C=C(C=CC1O)C1=C(SC(=C1C)C1=C(C=C(C=C1)O)C)C=O (3-(3-Fluoro-4-hydroxyphenyl)-5-(4-hydroxy-2-methylphenyl)-4-methylthiophene-2-carbaldehyde). Isolated yield 44.9%. As a reaction SMILES: Br[C:2]1[C:6]([CH3:7])=[C:5]([C:8]2[CH:13]=[CH:12][C:11]([O:14]C)=[CH:10][C:9]=2[CH3:16])[S:4][C:3]=1[CH:17]1[O:21]CCO1.[F:22][C:23]1[CH:24]=[C:25](B(O)O)[CH:26]=[CH:27][C:28]=1[O:29]C>>[F:22][C:23]1[CH:24]=[C:25]([C:2]2[C:6]([CH3:7])=[C:5]([C:8]3[CH:13]=[CH:12][C:11]([OH:14])=[CH:10][C:9]=3[CH3:16])[S:4][C:3]=2[CH:17]=[O:21])[CH:26]=[CH:27][C:28]=1[OH:29]. Reported procedure: Starting from 2-[3-bromo-5-(4-methoxy-2-methylphenyl)-4-methylthien-2-yl]-1,3-dioxolane (0.96 g, 2.6 mmol, made in Example 11, Step 1) and substituting 3-fluoro-4-methoxyphenylboronic acid (0.57 g, 3.4 mmol) in place of 3-methoxyphenylboronic acid (Step 2), the title compound (0.40 g, 67%) was synthesized in essentially the same manner as described in Example 1, Steps 2-4. Starting materials: COc1c(Cl)ccc(B2OC(C)(C)C(C)(C)O2)c1F, COc1nc(Cl)nc2ncn(C)c12, [Cs+], [F-], Cl[Pd]Cl, c1ccc(P(c2ccccc2)c2ccccc2)cc1, c1ccc(P(c2ccccc2)c2ccccc2)cc1. Yields the product COc1c(Cl)ccc(-c2nc(OC)c3c(ncn3C)n2)c1F. As a reaction SMILES: [Cl:14][c:15]1[c:16]([O:31][CH3:32])[c:17]([F:30])[c:18]([B:21]2[O:22][C:23]([CH3:24])([CH3:25])[C:26]([CH3:27])([CH3:28])[O:29]2)[cH:19][cH:20]1.[Cl:1][c:2]1[n:3][c:4]([O:12][CH3:13])[c:5]2[n:6]([CH3:11])[cH:7][n:8][c:9]2[n:10]1.[Cs+:34].[F-:33].[Pd:35]([Cl:36])[Cl:37].[c:38]1([P:39]([c:40]2[cH:41][cH:42][cH:43][cH:44][cH:45]2)[c:46]2[cH:47][cH:48][cH:49][cH:50][cH:51]2)[cH:52][cH:53][cH:54][cH:55][cH:56]1.[c:57]1([P:58]([c:59]2[cH:60][cH:61][cH:62][cH:63][cH:64]2)[c:65]2[cH:66][cH:67][cH:68][cH:69][cH:70]2)[cH:71][cH:72][cH:73][cH:74][cH:75]1>>[c:2]1(-[c:18]2[c:17]([F:30])[c:16]([O:31][CH3:32])[c:15]([Cl:14])[cH:20][cH:19]2)[n:3][c:4]([O:12][CH3:13])[c:5]2[n:6]([CH3:11])[cH:7][n:8][c:9]2[n:10]1.